From a dataset of the Open Reaction Database (ORD), a public repository of structured organic reaction records. describe an organic reaction: reactants, conditions, products, and yield The reactants are Cc1cc(C)c(N2CCN(C(=O)OC(C)(C)C)CC2)nc1C, CCOC(C)=O, CCOC(C)=O, ClC(Cl)Cl, Cl. Product: Cl, Cc1cc(C)c(N2CCNCC2)nc1C. Reaction SMILES: [C:1]([O:2][C:3](=[O:4])[N:8]1[CH2:9][CH2:10][N:11]([c:14]2[n:15][c:16]([CH3:22])[c:17]([CH3:21])[cH:18][c:19]2[CH3:20])[CH2:12][CH2:13]1)([CH3:5])([CH3:6])[CH3:7].[C:23]([O:24][CH2:25][CH3:26])(=[O:27])[CH3:28].[CH3:30][CH2:31][O:32][C:33](=[O:34])[CH3:35].[CH:36]([Cl:37])([Cl:38])[Cl:39].[ClH:29]>>[ClH:29].[NH:8]1[CH2:9][CH2:10][N:11]([c:14]2[n:15][c:16]([CH3:22])[c:17]([CH3:21])[cH:18][c:19]2[CH3:20])[CH2:12][CH2:13]1.